Dataset: the Open Reaction Database (ORD), a public repository of structured organic reaction records. Task: describe an organic reaction: reactants, conditions, products, and yield The reactants are C12N([C@H](CC2C1)C(=O)OCC)C(=O)OC(C)(C)C ((3R)-2-tert-butyl 3-ethyl 2-azabicyclo[3.1.0]hexane-2,3-dicarboxylate), O[Li].O (LiOH H2O). Run in O1CCOCC1 (dioxane), O (water). Run at time 18 hour. Yields the product C(C)(C)(C)OC(=O)N1C2CC2CC1C(=O)O (2-(tert-butoxycarbonyl)-2-azabicyclo[3.1.0]hexane-3-carboxylic acid). Isolated yield 91.0%. RXN SMILES: [CH:1]12[CH2:6][CH:5]1[CH2:4][C@H:3]([C:7]([O:9]CC)=[O:8])[N:2]2[C:12]([O:14][C:15]([CH3:18])([CH3:17])[CH3:16])=[O:13].O[Li].O>O1CCOCC1.O>[C:15]([O:14][C:12]([N:2]1[CH:3]([C:7]([OH:9])=[O:8])[CH2:4][CH:5]2[CH:1]1[CH2:6]2)=[O:13])([CH3:18])([CH3:16])[CH3:17] |f:1.2|. Procedure details: To a mixture of (3R)-2-tert-butyl 3-ethyl 2-azabicyclo[3.1.0]hexane-2,3-dicarboxylate (D26) (diastereoisomer mixture) (3.4 g, 13.3 mmol) in dioxane (15 ml) and water (15 ml), LiOH H2O (2.2 g, 53 mmol). The mixture was stirret at RT for 18 h. Dioxane was evaporated off and water was washed with Et2O (2×40 ml) then the pH was adjusted to ˜4 by addition of citric acid and the resulting aqueous phase was extacted with DCM (200 ml), washed with water (20 ml), dried over Na2SO4 and evaporated in vacuo... Reactants: C(C)(C)(C)OC(=O)N1C(C2=CC=CC=C2C1)C(=O)O (2-(tert-butoxycarbonyl)isoindoline-1-carboxylic acid), FC1=C(N)C(=CC=C1)F (2,6-difluoroaniline), O=P(Cl)(Cl)Cl (POCl3). Solvent: N1=CC=CC=C1 (pyridine). Reaction conditions: time 2 hour. Product: C(C)(C)(C)OC(=O)N1C(C2=CC=CC=C2C1)C(NC1=C(C=CC=C1F)F)=O (1-(2,6-difluoro-phenylcarbamoyl)-1,3-dihydro-isoindole-2-carboxylic acid tert-butyl ester). The yield is 64.9%. As a reaction SMILES: [C:1]([O:5][C:6]([N:8]1[CH2:16][C:15]2[C:10](=[CH:11][CH:12]=[CH:13][CH:14]=2)[CH:9]1[C:17](O)=[O:18])=[O:7])([CH3:4])([CH3:3])[CH3:2].[F:20][C:21]1[CH:27]=[CH:26][CH:25]=[C:24]([F:28])[C:22]=1[NH2:23].O=P(Cl)(Cl)Cl>N1C=CC=CC=1>[C:1]([O:5][C:6]([N:8]1[CH2:16][C:15]2[C:10](=[CH:11][CH:12]=[CH:13][CH:14]=2)[CH:9]1[C:17](=[O:18])[NH:23][C:22]1[C:21]([F:20])=[CH:27][CH:26]=[CH:25][C:24]=1[F:28])=[O:7])([CH3:4])([CH3:2])[CH3:3]. Procedure details: To a solution of 2-(tert-butoxycarbonyl)isoindoline-1-carboxylic acid (500 mg, 1.9 mmol, Eq: 1.00) and 2,6-difluoroaniline (294 mg, 2.28 mmol, Eq: 1.2) in pyridine (10 mL) at 0° C. was added POCl3 (437 mg, 266 μL, 2.85 mmol, Eq: 1.5). The reaction was warmed to RT and stirred for 2 h. The mixture was evaporated and water was added and the resulting mixture was extracted with EtOAc. The combined organics were washed with water, brine, dried with MgSO4 and concentrated in vacuo. The crude material...